This data is from the Open Reaction Database (ORD), a public repository of structured organic reaction records. The task is: describe an organic reaction: reactants, conditions, products, and yield Starting materials: [OH-].[K+] (potassium hydroxide), COC(CC=1C=C2CC(CC2=CC1Cl)(C)CC)=O (2-ethyl-6-chloro-2-methyl-5-indanacetic acid methyl ester). Run in O (water), CO (methanol). The product is C(C)C1(CC2=CC(=C(C=C2C1)CC(=O)O)Cl)C (2-ethyl-6-chloro-2-methyl-5-indanacetic acid). RXN SMILES: [OH-].[K+].C[O:4][C:5](=[O:20])[CH2:6][C:7]1[CH:8]=[C:9]2[C:13](=[CH:14][C:15]=1[Cl:16])[CH2:12][C:11]([CH2:18][CH3:19])([CH3:17])[CH2:10]2>O.CO>[CH2:18]([C:11]1([CH3:17])[CH2:10][C:9]2[C:13](=[CH:14][C:15]([Cl:16])=[C:7]([CH2:6][C:5]([OH:20])=[O:4])[CH:8]=2)[CH2:12]1)[CH3:19] |f:0.1|. Procedure details: A solution of 20 g of potassium hydroxide in 40 cc of water is added to a solution of 11.5 g of 2-ethyl-6-chloro-2-methyl-5-indanacetic acid methyl ester in 250 cc of methanol, and the solution is boiled at reflux for one hour. The cooled solution is concentrated, diluted with water and the neutral components are extracted with ether. The aqueous phase is acidified with hydrochloric acid, extracted with ether, the ether extract is washed with water, dried over sodium sulphate and concentrated by...